This data is from the Open Reaction Database (ORD), a public repository of structured organic reaction records. The task is: describe an organic reaction: reactants, conditions, products, and yield Starting materials: Cc1cc(OCc2sc(-c3ccc(C(F)(F)F)cc3)nc2COC2CCCCO2)ccc1-c1noc(=O)[nH]1, CO, Cc1ccc(S(=O)(=O)O)cc1. Product: Cc1cc(OCc2sc(-c3ccc(C(F)(F)F)cc3)nc2C=O)ccc1-c1noc(=O)[nH]1. As a reaction SMILES: [CH3:1][c:2]1[c:3](-[c:33]2[n:34][o:35][c:36](=[O:38])[nH:37]2)[cH:4][cH:5][c:6]([O:8][CH2:9][c:10]2[c:11]([CH2:25][O:26][CH:27]3[CH2:28][CH2:29][CH2:30][CH2:31][O:32]3)[n:12][c:13](-[c:15]3[cH:16][cH:17][c:18]([C:21]([F:22])([F:23])[F:24])[cH:19][cH:20]3)[s:14]2)[cH:7]1.[CH3:50][OH:51].[c:39]1([CH3:40])[cH:41][cH:42][c:43]([S:44]([OH:45])(=[O:46])=[O:47])[cH:48][cH:49]1>>[CH3:1][c:2]1[c:3](-[c:33]2[n:34][o:35][c:36](=[O:38])[nH:37]2)[cH:4][cH:5][c:6]([O:8][CH2:9][c:10]2[c:11]([CH:25]=[O:26])[n:12][c:13](-[c:15]3[cH:16][cH:17][c:18]([C:21]([F:22])([F:23])[F:24])[cH:19][cH:20]3)[s:14]2)[cH:7]1.